From a dataset of the Open Reaction Database (ORD), a public repository of structured organic reaction records. describe an organic reaction: reactants, conditions, products, and yield The reactants are CCO, CCOC(=O)C1(c2nnc(-c3ccccc3Cl)n2C)CCC1, [K+], [OH-]. Yields the product Cn1c(-c2ccccc2Cl)nnc1C1(C(=O)O)CCC1. As a reaction SMILES: [CH3:25][CH2:26][OH:27].[Cl:1][c:2]1[c:3](-[c:8]2[n:9]([CH3:22])[c:10]([C:13]3([C:17](=[O:18])[O:19][CH2:20][CH3:21])[CH2:14][CH2:15][CH2:16]3)[n:11][n:12]2)[cH:4][cH:5][cH:6][cH:7]1.[K+:24].[OH-:23]>>[Cl:1][c:2]1[c:3](-[c:8]2[n:9]([CH3:22])[c:10]([C:13]3([C:17](=[O:18])[OH:19])[CH2:14][CH2:15][CH2:16]3)[n:11][n:12]2)[cH:4][cH:5][cH:6][cH:7]1.